From a dataset of the Open Reaction Database (ORD), a public repository of structured organic reaction records. describe an organic reaction: reactants, conditions, products, and yield Starting materials: N([C@H](CCCCNC(=O)OC(C)(C)C)C(=O)N[C@@H](CC(C)C)C(=O)N[C@@H](CCSC)C(=O)N)C(=O)OCC1C2=CC=CC=C2C2=CC=CC=C12 (FmocDLys(Boc)-Leu-MetNH2), N1CCCCC1 (piperidine). Run in CN(C=O)C (dimethylformamide). Yields the product N[C@H](CCCCNC(=O)OC(C)(C)C)C(=O)N[C@@H](CC(C)C)C(=O)N[C@@H](CCSC)C(=O)N (HDLys(Boc)-Leu-MetNH2). The yield is 100.0%. Reaction SMILES: [NH:1](C(OCC1C2C(=CC=CC=2)C2C1=CC=CC=2)=O)[C@@H:2]([C:15]([NH:17][C@H:18]([C:23]([NH:25][C@H:26]([C:31]([NH2:33])=[O:32])[CH2:27][CH2:28][S:29][CH3:30])=[O:24])[CH2:19][CH:20]([CH3:22])[CH3:21])=[O:16])[CH2:3][CH2:4][CH2:5][CH2:6][NH:7][C:8]([O:10][C:11]([CH3:14])([CH3:13])[CH3:12])=[O:9].N1CCCCC1>CN(C)C=O>[NH2:1][C@@H:2]([C:15]([NH:17][C@H:18]([C:23]([NH:25][C@H:26]([C:31]([NH2:33])=[O:32])[CH2:27][CH2:28][S:29][CH3:30])=[O:24])[CH2:19][CH:20]([CH3:22])[CH3:21])=[O:16])[CH2:3][CH2:4][CH2:5][CH2:6][NH:7][C:8]([O:10][C:11]([CH3:13])([CH3:14])[CH3:12])=[O:9]. Procedure details: Condensation of FmocDLys(Boc)OH (1.00 g.) and HLeu-MetNH2 hydrochloride salt (Example 1, 0.63 g.) using dicyclohexylcarbodiimide and 1-hydroxybenzotriazole gave FmocDLys(Boc)-Leu-MetNH2 in 87% yield. De-9-fluorenylmethoxycarbonylation of FmocDLys(Boc)-Leu-MetNH2 (1.00 g.) using piperidine in dimethylformamide gave HDLys(Boc)-Leu-MetNH2 in 100% yield.